The task is: describe an organic reaction: reactants, conditions, products, and yield. This data is from the Open Reaction Database (ORD), a public repository of structured organic reaction records. Starting materials: BrC(Br)(Br)Br, ClCCl, C1CCOC1, COc1cccc(Nc2c(C(N)=O)cnc3c(C)cc(S(=O)(=O)c4cccc(C(=O)Nc5cccc(C#CCCCO)c5)c4)cc23)c1, c1ccc(P(c2ccccc2)c2ccccc2)cc1. The product is COc1cccc(Nc2c(C(N)=O)cnc3c(C)cc(S(=O)(=O)c4cccc(C(=O)Nc5cccc(C#CCCCBr)c5)c4)cc23)c1. RXN SMILES: [C:48]([Br:49])([Br:50])([Br:51])[Br:52].[Cl:72][CH2:73][Cl:74].[O:75]1[CH2:76][CH2:77][CH2:78][CH2:79]1.[OH:1][CH2:2][CH2:3][CH2:4][C:5]#[C:6][c:7]1[cH:8][c:9]([NH:13][C:14](=[O:15])[c:16]2[cH:17][c:18]([S:22](=[O:23])(=[O:24])[c:25]3[cH:26][c:27]4[c:28]([NH:39][c:40]5[cH:41][c:42]([O:46][CH3:47])[cH:43][cH:44][cH:45]5)[c:29]([C:36](=[O:37])[NH2:38])[cH:30][n:31][c:32]4[c:33]([CH3:35])[cH:34]3)[cH:19][cH:20][cH:21]2)[cH:10][cH:11][cH:12]1.[c:53]1([P:54]([c:55]2[cH:56][cH:57][cH:58][cH:59][cH:60]2)[c:61]2[cH:62][cH:63][cH:64][cH:65][cH:66]2)[cH:67][cH:68][cH:69][cH:70][cH:71]1>>[CH2:2]([CH2:3][CH2:4][C:5]#[C:6][c:7]1[cH:8][c:9]([NH:13][C:14](=[O:15])[c:16]2[cH:17][c:18]([S:22](=[O:23])(=[O:24])[c:25]3[cH:26][c:27]4[c:28]([NH:39][c:40]5[cH:41][c:42]([O:46][CH3:47])[cH:43][cH:44][cH:45]5)[c:29]([C:36](=[O:37])[NH2:38])[cH:30][n:31][c:32]4[c:33]([CH3:35])[cH:34]3)[cH:19][cH:20][cH:21]2)[cH:10][cH:11][cH:12]1)[Br:49]. Starting materials: C(C(=O)Cl)(=O)Cl (oxalyl dichloride), ClC1=CC=C(C(=O)O)C=C1 (4-chlorobenzoic acid), OC(C(C1=CC=CC=C1)NC(C1=CC=C(C=C1)Cl)=O)CO (N-[(1RS, 2RS)-2,3-Dihydroxy-1-phenylpropyl]-4-chlorobenzamide), OC(C(C1=CC=CC=C1)NC(=O)C=1NC2=CC=CC=C2C1)CO (N-[(1RS, 2RS)-2,3-dihydroxy-1-phenylpropyl]-2-indolecarboxamide), NC(C(CO)O)C1=CC=CC=C1 ((2RS, 3RS)-3-amino-3-phenyl-1,2-propanediol). Solvent: C(C)N(CC)CC (triethylamine). Product: C(C)(C)OC(C)C (diisopropyl ether), OC(C(C1=CC=CC=C1)NC(C1=CC=C(C=C1)Cl)=O)CO (N-[(1RS, 2RS)-2,3-dihydroxy-1-phenylpropyl]-4-chloro-benzamide). Reaction SMILES: [OH:1][CH:2]([CH2:20][OH:21])[CH:3]([NH:10][C:11](=[O:19])[C:12]1[CH:17]=[CH:16][C:15]([Cl:18])=[CH:14][CH:13]=1)[C:4]1[CH:9]=[CH:8][CH:7]=[CH:6][CH:5]=1.O[CH:23]([CH2:43]O)[CH:24](NC(C1NC2C(C=1)=CC=CC=2)=O)C1C=CC=CC=1.ClC1C=CC(C(O)=O)=CC=1.C(Cl)(=O)C(Cl)=O.NC(C1C=CC=CC=1)C(O)CO>C(N(CC)CC)C>[CH:23]([O:1][CH:2]([CH3:3])[CH3:20])([CH3:43])[CH3:24].[OH:1][CH:2]([CH2:20][OH:21])[CH:3]([NH:10][C:11](=[O:19])[C:12]1[CH:13]=[CH:14][C:15]([Cl:18])=[CH:16][CH:17]=1)[C:4]1[CH:5]=[CH:6][CH:7]=[CH:8][CH:9]=1. Procedure: N-[(1RS, 2RS)-2,3-Dihydroxy-1-phenylpropyl]-4-chlorobenzamide may be prepared in the following manner: working as in Example 8 for the preparation of N-[(1RS, 2RS)-2,3-dihydroxy-1-phenylpropyl]-2-indolecarboxamide, but starting with 4-chlorobenzoic acid (2.57 g), oxalyl dichloride (1.55 cc), (2RS, 3RS)-3-amino-3-phenyl-1,2-propanediol (2.5 g) and triethylamine (8.3 cc), and after the precipitate is washed with distilled water and then with diisopropyl ether, N-[(1RS, 2RS)-2,3-dihydroxy-1-phenylp...